From a dataset of the Open Reaction Database (ORD), a public repository of structured organic reaction records. describe an organic reaction: reactants, conditions, products, and yield Solvent: CN(C=O)C (dimethyl formamide). Product: [Si](C)(C)(C(C)(C)C)OCC1=CC(=CC(O1)=O)O (6-t-butyldimethylsilyloxymethyl-4-hydroxy pyran-2-one). Yield: 47.0%. RXN SMILES: [OH:1][C:2]1[CH:7]=[C:6]([CH2:8][OH:9])[O:5][C:4](=[O:10])[CH:3]=1.N1C=CN=C1.[Si:16](Cl)([C:19]([CH3:22])([CH3:21])[CH3:20])([CH3:18])[CH3:17].O>CN(C)C=O>[Si:16]([O:9][CH2:8][C:6]1[O:5][C:4](=[O:10])[CH:3]=[C:2]([OH:1])[CH:7]=1)([C:19]([CH3:22])([CH3:21])[CH3:20])([CH3:18])[CH3:17]. Procedure: 4-Hydroxy-6-hydroxymethylpyran-2-one (14.6 parts) was dissolved in dimethyl formamide (30 parts) at 20° C., imidazole (17.2 parts) was added and the temperature of the mixture cooled to 13° C. t-Butyldimethylsilyl chloride (17.1 parts) was then added in portions, the temperature was allowed to rise to 25° C. and maintained at 25°-30° C. by external cooling. The mixture was stirred for a further hour at 25°-30° C., before pouring into water (1100 parts) and stirring for 30 minutes until the produ... Starting materials: O (water), OC1=CC(OC(=C1)CO)=O (4-Hydroxy-6-hydroxymethylpyran-2-one), [Si](C)(C)(C(C)(C)C)Cl (t-Butyldimethylsilyl chloride), N1C=NC=C1 (imidazole). Product: Oc1cc2c(cc1Br)CCC2. Reaction SMILES: [CH2:1]1[CH2:2][CH2:3][c:4]2[cH:5][c:6]([OH:10])[cH:7][cH:8][c:9]21.[O:11]=[C:12]1[N:13]([Br:18])[C:14](=[O:15])[CH2:16][CH2:17]1.[O:20]=[CH:21][N:22]([CH3:23])[CH3:24].[OH2:19]>>[CH2:1]1[CH2:2][CH2:3][c:4]2[cH:5][c:6]([OH:10])[c:7]([Br:18])[cH:8][c:9]21. Starting materials: Oc1ccc2c(c1)CCC2, O=C1CCC(=O)N1Br, CN(C)C=O, O. The reactants are C1COCCO1, Cl, N#CO[K], Cc1cccc(Nc2nc(NCCN)ncc2C(N)=O)c1, [Na+], C1COCCO1, [OH-], O. The product is Cc1cccc(Nc2nc(NCCNC(N)=O)ncc2C(N)=O)c1. RXN SMILES: [CH2:35]1[O:36][CH2:37][CH2:38][O:39][CH2:40]1.[ClH:11].[K:1][O:2][C:3]#[N:4].[NH2:12][CH2:13][CH2:14][NH:15][c:16]1[n:17][cH:18][c:19]([C:30](=[O:31])[NH2:32])[c:20]([NH:22][c:23]2[cH:24][c:25]([CH3:29])[cH:26][cH:27][cH:28]2)[n:21]1.[Na+:34].[O:5]1[CH2:6][CH2:7][O:8][CH2:9][CH2:10]1.[OH-:33].[OH2:41]>>[O:2]=[C:3]([NH2:4])[NH:12][CH2:13][CH2:14][NH:15][c:16]1[n:17][cH:18][c:19]([C:30](=[O:31])[NH2:32])[c:20]([NH:22][c:23]2[cH:24][c:25]([CH3:29])[cH:26][cH:27][cH:28]2)[n:21]1.